This data is from the Open Reaction Database (ORD), a public repository of structured organic reaction records. The task is: describe an organic reaction: reactants, conditions, products, and yield Starting materials: C(OC)(OC)OC (trimethyl orthoformate), FC(C(=O)O)(F)F (trifluoroacetic acid), NC=1C=CC(=NC1NC1=C(C=CC=C1)OC(F)(F)F)O (5-amino-6-(2-(trifluoromethoxy)phenylamino)pyridin-2-ol). The solvent is CO (MeOH). Reaction conditions: time 8 hour. Product: FC(OC1=C(C=CC=C1)N1C=NC=2C1=NC(=CC2)O)(F)F (3-(2-(Trifluoromethoxy)phenyl)-3H-imidazo[4,5-b]pyridin-5-ol). Yield: 101.6%. As a reaction SMILES: [NH2:1][C:2]1[CH:3]=[CH:4][C:5]([OH:20])=[N:6][C:7]=1[NH:8][C:9]1[CH:14]=[CH:13][CH:12]=[CH:11][C:10]=1[O:15][C:16]([F:19])([F:18])[F:17].[CH:21](OC)(OC)OC.FC(F)(F)C(O)=O>CO>[F:18][C:16]([F:19])([F:17])[O:15][C:10]1[CH:11]=[CH:12][CH:13]=[CH:14][C:9]=1[N:8]1[C:7]2=[N:6][C:5]([OH:20])=[CH:4][CH:3]=[C:2]2[N:1]=[CH:21]1. Reported procedure: To a solution of 5-amino-6-(2-(trifluoromethoxy)phenylamino)pyridin-2-ol (75.0 mg, 0.26 mmol) dissolved in MeOH was added trimethyl orthoformate (1.0 mL, 9.05 mmol) and catalytical amount of trifluoroacetic acid. The solution was stirred at room temperature overnight and concentrated under reduced pressure. The residue was purified by preparative HPLC to give the title compound (78 mg). LCMS m/z=296.0 [M+H]+, 1H NMR (400 MHz, DMSO-d6) δ ppm 6.63 (d, J=8.6 Hz, 1H), 7.66 (m, 3H), 7.81 (d, J=7.6 Hz...